Dataset: the Open Reaction Database (ORD), a public repository of structured organic reaction records. Task: describe an organic reaction: reactants, conditions, products, and yield The reactants are [K+].C(C)OC(=S)[S-] (O-ethyl xanthic acid potassium salt), [OH-].[K+] (KOH), BrC=1C=C(N)C=CC1C (3-bromo-4-methylaniline), solution, Cl (HCl), Cl (HCl), N(=O)[O-].[Na+] (sodium nitrite). Solvent: O (water), C(C)O (ethanol), O (water), O (water), O (water). Run at temperature 80 celsius, time 30 minute. Yields the product BrC=1C=C(C=CC1C)S (3-bromo-4-methylbenzenethiol). The yield is 68.7%. RXN SMILES: [Br:1][C:2]1[CH:3]=[C:4]([CH:6]=[CH:7][C:8]=1[CH3:9])N.Cl.N([O-])=O.[Na+].[K+].C(OC([S-])=[S:20])C.[OH-].[K+]>O.C(O)C>[Br:1][C:2]1[CH:3]=[C:4]([SH:20])[CH:6]=[CH:7][C:8]=1[CH3:9] |f:2.3,4.5,6.7|. Reported procedure: A cooled (−15° C.) solution of 3-bromo-4-methylaniline (ABCR; 2.0 g) in a 6N solution of HCl in water (30 mL) was treated drop-wise with a solution of sodium nitrite (1.78 g) in water (10 mL). The reaction mixture was stirred for 30 mins. The resulting clear solution was added dropwise to a stirred solution of O-ethyl xanthic acid potassium salt (6.1 g) in water (25 mL). The mixture was then heated to 80° C. for 15 minutes. The mixture was then cooled and extracted with diethyl ether twice. The ... Starting materials: C(C)(=O)OCC (Ethyl acetate), [H-].[Na+] (Sodium hydride), N1C(=NC2=C1C=CC=C2)[C@@H]2C[C@H](C2)O (trans-3-(1H-benzo[d]imidazol-2-yl)cyclobutanol), FC1=NC=CC=C1C1CCOCC1 (2-Fluoro-3-(tetrahydro-2H-pyran-4-yl)pyridine). Run in CN(C)C=O (DMF). Conditions: time 45 minute. The product is O1CCC(CC1)C=1C(=NC=CC1)O[C@@H]1C[C@H](C1)C1=NC2=C(N1)C=CC=C2 (2-(trans-3-(3-(Tetrahydro-2H-pyran-4-yl)pyridin-2-yloxy)cyclobutyl)-1H-benzo[d]imidazole). The yield is 19.0%. RXN SMILES: [H-].[Na+].[NH:3]1[C:7]2[CH:8]=[CH:9][CH:10]=[CH:11][C:6]=2[N:5]=[C:4]1[C@H:12]1[CH2:15][C@H:14]([OH:16])[CH2:13]1.F[C:18]1[C:23]([CH:24]2[CH2:29][CH2:28][O:27][CH2:26][CH2:25]2)=[CH:22][CH:21]=[CH:20][N:19]=1.C(OCC)(=O)C>CN(C=O)C>[O:27]1[CH2:28][CH2:29][CH:24]([C:23]2[C:18]([O:16][C@H:14]3[CH2:13][C@H:12]([C:4]4[NH:5][C:6]5[CH:11]=[CH:10][CH:9]=[CH:8][C:7]=5[N:3]=4)[CH2:15]3)=[N:19][CH:20]=[CH:21][CH:22]=2)[CH2:25][CH2:26]1 |f:0.1|. Procedure details: Sodium hydride (60% dispersion, 0.049 g, 1.2 mmol) was added to a solution of trans-3-(1H-benzo[d]imidazol-2-yl)cyclobutanol (0.11 g, 0.58 mmol) in DMF (1.5 mL) under argon and the mixture was stirred for 45 min at RT. 2-Fluoro-3-(tetrahydro-2H-pyran-4-yl)pyridine (0.11 g, 0.58 mmol) was added and the mixture was stirred for 16 h at 110° C. Ethyl acetate was added and the mixture was washed with water (2×), saturated aqueous sodium chloride (1×), dried over anhydrous magnesium sulfate, filtered,... Reactants: C(#N)N1CCC(CC1)N(C(=O)C=1C=NC(=NC1)C1=CC=C(C=C1)CC#N)C1CC1 (2-(4-cyanomethyl-phenyl)-pyrimidine-5-carboxylic acid (1-cyano-piperidin-4-yl)-cyclopropyl-amide), ONC(C1=CC=CC=C1)=N (N-hydroxy-benzamidine). The product is C1(CC1)N(C(=O)C=1C=NC(=NC1)C1=CC=C(C=C1)CC#N)C1CCN(CC1)C1=NC(=NO1)C1=CC=CC=C1 (2-(4-Cyanomethyl-phenyl)-pyrimidine-5-carboxylic acid cyclopropyl-[1-(3-phenyl-[1,2,4]oxadiazol-5-yl)-piperidin-4-yl]-amide). Reaction SMILES: [C:1]([N:3]1[CH2:8][CH2:7][CH:6]([N:9]([CH:27]2[CH2:29][CH2:28]2)[C:10]([C:12]2[CH:13]=[N:14][C:15]([C:18]3[CH:23]=[CH:22][C:21]([CH2:24][C:25]#[N:26])=[CH:20][CH:19]=3)=[N:16][CH:17]=2)=[O:11])[CH2:5][CH2:4]1)#[N:2].[OH:30][NH:31][C:32](=N)[C:33]1[CH:38]=[CH:37][CH:36]=[CH:35][CH:34]=1>>[CH:27]1([N:9]([CH:6]2[CH2:5][CH2:4][N:3]([C:1]3[O:30][N:31]=[C:32]([C:33]4[CH:38]=[CH:37][CH:36]=[CH:35][CH:34]=4)[N:2]=3)[CH2:8][CH2:7]2)[C:10]([C:12]2[CH:17]=[N:16][C:15]([C:18]3[CH:19]=[CH:20][C:21]([CH2:24][C:25]#[N:26])=[CH:22][CH:23]=3)=[N:14][CH:13]=2)=[O:11])[CH2:28][CH2:29]1. Procedure: The title compound is prepared from 2-(4-cyanomethyl-phenyl)-pyrimidine-5-carboxylic acid (1-cyano-piperidin-4-yl)-cyclopropyl-amide and N-hydroxy-benzamidine following a procedure analogous to that described in Example 6. LC (method 3): tR=2.05 min; Mass spectrum (ESI+): m/z=506 [M+H]+. Starting materials: CCOC(=O)CCCBr, Cc1c(CC(=O)NN)c2cc(OCc3ccc4ccccc4n3)ccc2n1Cc1ccccc1, CS(C)=O, O. Product: CCOC(=O)CCCOc1ccc2c(c1)c(CC(=O)NN)c(C)n2Cc1ccccc1. As a reaction SMILES: [Br:35][CH2:36][CH2:37][CH2:38][C:39](=[O:40])[O:41][CH2:42][CH3:43].[CH3:1][c:2]1[n:3]([CH2:28][c:29]2[cH:30][cH:31][cH:32][cH:33][cH:34]2)[c:4]2[cH:5][cH:6][c:7]([O:16][CH2:17][c:18]3[cH:19][cH:20][c:21]4[c:22]([cH:23][cH:24][cH:25][cH:26]4)[n:27]3)[cH:8][c:9]2[c:10]1[CH2:11][C:12](=[O:13])[NH:14][NH2:15].[CH3:44][S:45]([CH3:46])=[O:47].[OH2:48]>>[CH3:1][c:2]1[n:3]([CH2:28][c:29]2[cH:30][cH:31][cH:32][cH:33][cH:34]2)[c:4]2[cH:5][cH:6][c:7]([O:16][CH2:36][CH2:37][CH2:38][C:39](=[O:40])[O:41][CH2:42][CH3:43])[cH:8][c:9]2[c:10]1[CH2:11][C:12](=[O:13])[NH:14][NH2:15]. Starting materials: ClC1=NC=C(C(=N1)Cl)F (2,4-Dichloro-5-fluoropyrimidine), C(C1=CC=CC=C1)OC1=C(C=C(N)C=C1)C(F)(F)F (4-benzyloxy-3-trifluoromethylaniline). Solvent: CO (MeOH), O (H2O). Run at temperature 70 celsius. Yields the product C(C1=CC=CC=C1)OC1=C(C=C(C=C1)NC1=NC=C(C(=N1)NC1=CC(=C(C=C1)OCC1=CC=CC=C1)C(F)(F)F)F)C(F)(F)F (N2,N4-bis(4-benzyloxy-3-trifluoromethylphenyl)-5-fluoro-2,4-pyrimidinediamine). Reaction SMILES: Cl[C:2]1[N:7]=[C:6](Cl)[C:5]([F:9])=[CH:4][N:3]=1.[CH2:10]([O:17][C:18]1[CH:24]=[CH:23][C:21]([NH2:22])=[CH:20][C:19]=1[C:25]([F:28])([F:27])[F:26])[C:11]1[CH:16]=[CH:15][CH:14]=[CH:13][CH:12]=1>CO.O>[CH2:10]([O:17][C:18]1[CH:24]=[CH:23][C:21]([NH:22][C:2]2[N:7]=[C:6]([NH:22][C:21]3[CH:23]=[CH:24][C:18]([O:17][CH2:10][C:11]4[CH:12]=[CH:13][CH:14]=[CH:15][CH:16]=4)=[C:19]([C:25]([F:26])([F:27])[F:28])[CH:20]=3)[C:5]([F:9])=[CH:4][N:3]=2)=[CH:20][C:19]=1[C:25]([F:26])([F:27])[F:28])[C:11]1[CH:12]=[CH:13][CH:14]=[CH:15][CH:16]=1. Reported procedure: 2,4-Dichloro-5-fluoropyrimidine (50 mg, 0.30 mmol) was dissolved in a mixture of MeOH (1 ml) and H2O (0.1 ml). 4-benzyloxy-3-trifluoromethylaniline (481 mg, 1.8 mmol) was added and the mixture was refluxed for 2 days (70° C. oil-bath temperature). The mixture was cooled to 22° C., concentrated to dryness under reduced pressure and subjected to column chromatography on silica gel (CHCl3-Acetone, 9:1) to give N2,N4-bis(4-benzyloxy-3-trifluoromethylphenyl)-5-fluoro-2,4-pyrimidinediamine. 1H NMR (CD... The reactants are C1(=CC=CC=C1)CCC(=O)Cl (3-phenylpropionyl chloride), ClC=1C=C(N)C=CC1 (3-chloroaniline), N1=CC=CC=C1 (pyridine). Reagents/catalysts: CN(C)C=1C=CN=CC1 (DMAP). Run in C(Cl)Cl (DCM), C(Cl)Cl (DCM). Run at time 8 hour. The product is ClC=1C=C(C=CC1)NC(CCC1=CC=CC=C1)=O (N-(3-chlorophenyl)-3-phenylpropanamide). Yield: 106.1%. As a reaction SMILES: [Cl:1][C:2]1[CH:3]=[C:4]([CH:6]=[CH:7][CH:8]=1)[NH2:5].N1C=CC=CC=1.[C:15]1([CH2:21][CH2:22][C:23](Cl)=[O:24])[CH:20]=[CH:19][CH:18]=[CH:17][CH:16]=1>CN(C1C=CN=CC=1)C.C(Cl)Cl>[Cl:1][C:2]1[CH:3]=[C:4]([NH:5][C:23](=[O:24])[CH2:22][CH2:21][C:15]2[CH:20]=[CH:19][CH:18]=[CH:17][CH:16]=2)[CH:6]=[CH:7][CH:8]=1. Procedure: To a mixture of 3-chloroaniline (8.3 ml, 78.4 mmol), DMAP (1.0 g, 7.8 mmol), and pyridine (6.9 ml, 86.2 mmol) in anhydrous DCM (150 ml) at 0° C., was added 3-phenylpropionyl chloride (12.8 ml, 86.2 mmol). The mixture was warmed to ambient temperature and stirred under N2 overnight. Excess DCM was added to the reaction mixture. The organic layer was washed with 1N HCl (3×), saturated NaHCO3 (3×), brine, dried over MgSO4, and the solvent was removed in vacuo to yield 21.6 g of N-(3-chlorophenyl)-3... Starting materials: CC(C)(C)[O-], CC(=O)O, CN(C)C=O, O=NCNC1=Nc2ccc(Cl)cc2N(c2ccccc2)C(=O)C1, [K+], C[N+](=O)[O-], O. Yields the product O=C1CC(=C[N+](=O)[O-])Nc2ccc(Cl)cc2N1c1ccccc1. RXN SMILES: [CH3:1][C:2]([CH3:3])([O-:4])[CH3:5].[CH3:40][C:41](=[O:42])[OH:43].[CH3:7][N:8]([CH3:9])[CH:10]=[O:11].[Cl:16][c:17]1[cH:18][c:19]2[c:20]([cH:37][cH:38]1)[N:21]=[C:22]([NH:33][CH2:34][N:35]=[O:36])[CH2:23][C:24](=[O:32])[N:25]2[c:26]1[cH:27][cH:28][cH:29][cH:30][cH:31]1.[K+:6].[N+:12](=[O:13])([O-:14])[CH3:15].[OH2:39]>>[N+:12](=[O:13])([O-:14])[CH:15]=[C:22]1[NH:21][c:20]2[c:19]([cH:18][c:17]([Cl:16])[cH:38][cH:37]2)[N:25]([c:26]2[cH:27][cH:28][cH:29][cH:30][cH:31]2)[C:24](=[O:32])[CH2:23]1.